From a dataset of the Open Reaction Database (ORD), a public repository of structured organic reaction records. describe an organic reaction: reactants, conditions, products, and yield Starting materials: CC(C)(C)[Si](Cl)(c1ccccc1)c1ccccc1, CC(C)(C)OC(=O)NC(CO)CC(=O)OCc1ccccc1, CN(C)C=O, O, c1c[nH]cn1. The product is CC(C)(C)OC(=O)NC(CO[Si](c1ccccc1)(c1ccccc1)C(C)(C)C)CC(=O)OCc1ccccc1. Reaction SMILES: [C:28]([CH3:29])([CH3:30])([CH3:31])[Si:32]([c:33]1[cH:34][cH:35][cH:36][cH:37][cH:38]1)([c:39]1[cH:40][cH:41][cH:42][cH:43][cH:44]1)[Cl:45].[CH2:1]([c:2]1[cH:3][cH:4][cH:5][cH:6][cH:7]1)[O:8][C:9]([CH2:10][CH:11]([CH2:12][OH:13])[NH:14][C:15](=[O:16])[O:17][C:18]([CH3:19])([CH3:20])[CH3:21])=[O:22].[CH3:46][N:47]([CH3:48])[CH:49]=[O:50].[OH2:51].[nH:23]1[cH:24][cH:25][n:26][cH:27]1>>[CH2:1]([c:2]1[cH:3][cH:4][cH:5][cH:6][cH:7]1)[O:8][C:9]([CH2:10][CH:11]([CH2:12][O:13][Si:32]([C:28]([CH3:29])([CH3:30])[CH3:31])([c:33]1[cH:34][cH:35][cH:36][cH:37][cH:38]1)[c:39]1[cH:40][cH:41][cH:42][cH:43][cH:44]1)[NH:14][C:15](=[O:16])[O:17][C:18]([CH3:19])([CH3:20])[CH3:21])=[O:22]. Yields the product Cc1ccc2ccccc2c1Nc1cccc2ccc(-c3cccc4ccccc34)nc12. Starting materials: Brc1cccc2ccc(-c3cccc4ccccc34)nc12, Cc1ccc2ccccc2c1N, CC(C)(C)[O-], Cc1ccccc1, CN(C)c1ccccc1-c1ccccc1P(C1CCCCC1)C1CCCCC1, [Na+], O. As a reaction SMILES: [Br:1][c:2]1[cH:3][cH:4][cH:5][c:6]2[cH:7][cH:8][c:9](-[c:12]3[cH:13][cH:14][cH:15][c:16]4[cH:17][cH:18][cH:19][cH:20][c:21]34)[n:10][c:11]12.[CH3:22][c:23]1[c:24]([NH2:33])[c:25]2[cH:26][cH:27][cH:28][cH:29][c:30]2[cH:31][cH:32]1.[CH3:62][C:63]([CH3:64])([O-:65])[CH3:66].[CH3:69][c:70]1[cH:71][cH:72][cH:73][cH:74][cH:75]1.[CH:34]1([P:35]([CH:36]2[CH2:37][CH2:38][CH2:39][CH2:40][CH2:41]2)[c:42]2[cH:43][cH:44][cH:45][cH:46][c:47]2-[c:48]2[cH:49][cH:50][cH:51][cH:52][c:53]2[N:54]([CH3:55])[CH3:56])[CH2:57][CH2:58][CH2:59][CH2:60][CH2:61]1.[Na+:67].[OH2:68]>>[c:2]1([NH:33][c:24]2[c:23]([CH3:22])[cH:32][cH:31][c:30]3[c:25]2[cH:26][cH:27][cH:28][cH:29]3)[cH:3][cH:4][cH:5][c:6]2[cH:7][cH:8][c:9](-[c:12]3[cH:13][cH:14][cH:15][c:16]4[cH:17][cH:18][cH:19][cH:20][c:21]34)[n:10][c:11]12. Starting materials: CC(C)C(=O)Nc1cccc(C2CCNCC2)c1, COc1ccccc1OCCCCCl. Yields the product COc1ccccc1OCCCCN1CCC(c2cccc(NC(=O)C(C)C)c2)CC1. RXN SMILES: [CH3:15][CH:16]([C:17](=[O:18])[NH:19][c:20]1[cH:21][c:22]([CH:26]2[CH2:27][CH2:28][NH:29][CH2:30][CH2:31]2)[cH:23][cH:24][cH:25]1)[CH3:32].[Cl:1][CH2:2][CH2:3][CH2:4][CH2:5][O:6][c:7]1[c:8]([O:13][CH3:14])[cH:9][cH:10][cH:11][cH:12]1>>[CH2:2]([CH2:3][CH2:4][CH2:5][O:6][c:7]1[c:8]([O:13][CH3:14])[cH:9][cH:10][cH:11][cH:12]1)[N:29]1[CH2:28][CH2:27][CH:26]([c:22]2[cH:21][c:20]([NH:19][C:17]([CH:16]([CH3:15])[CH3:32])=[O:18])[cH:25][cH:24][cH:23]2)[CH2:31][CH2:30]1. The reactants are ClC1=C2C(=NC3=C1C=NN3CC)C(C3=C(CC2)C=CC=C3)=O (4-chloro-1-ethyl-5,6-dihydrobenzo[5,6]cyclohepta[1,2-b]pyrazolo[4,3-e]pyridin-11(1H)-one), [Na] (sodium), C(C)O (ethanol). Yields the product C(C)OC1=C2C(=NC3=C1C=NN3CC)C(C3=C(CC2)C=CC=C3)=O (4-Ethoxy-1-ethyl-5,6-dihydrobenzo[5,6]cyclohepta[1,2-b]pyrazolo[4,3-e]pyridin-11(1H)-one). As a reaction SMILES: Cl[C:2]1[C:7]2[CH:8]=[N:9][N:10]([CH2:11][CH3:12])[C:6]=2[N:5]=[C:4]2[C:13](=[O:22])[C:14]3[CH:21]=[CH:20][CH:19]=[CH:18][C:15]=3[CH2:16][CH2:17][C:3]=12.[Na].[CH2:24]([OH:26])[CH3:25]>>[CH2:24]([O:26][C:2]1[C:7]2[CH:8]=[N:9][N:10]([CH2:11][CH3:12])[C:6]=2[N:5]=[C:4]2[C:13](=[O:22])[C:14]3[CH:21]=[CH:20][CH:19]=[CH:18][C:15]=3[CH2:16][CH2:17][C:3]=12)[CH3:25] |^1:22|. Procedure: 6.2 g. of 4-chloro-1-ethyl-5,6-dihydrobenzo[5,6]cyclohepta[1,2-b]pyrazolo[4,3-e]pyridin-11(1H)-one (0.02 mol.) are added to a solution of 0.5 g. of sodium (0.022 mol.) in 150 ml. of absolute ethanol. The mixture is heated at 120° (bath temperature) in an autoclave for 4 hours. After cooling, the crystallized 4-ethoxy-1-ethyl-5,6-dihydrobenzo[5,6]cyclohepta[1,2-b]pyrazolo[4,3-e]pyridin-11(1H)-one is filtered off and washed with water; yield: 3.5 g. An additional crop of 2.1 g. is obtained by work... The reactants are CN(N=C(C1=C(C=CC=C1F)Cl)Cl)S(=O)(=O)C1=CC=C(C=C1)C (N-methyl-N-(p-toluenesulfonyl)-2-chloro-6-fluorobenzohydrazonoyl chloride), ClC=1C=C(C#N)C=CC1C (3-chloro-4-methylbenzonitrile), [Cl-].[Al+3].[Cl-].[Cl-] (aluminum chloride). The solvent is ClC1=C(C=CC=C1)Cl (o-dichlorobenzene). Reaction conditions: temperature 140 celsius, time 1 hour. Product: ClC1=C(C(=CC=C1)F)C1=NN(C(=N1)C1=CC(=C(C=C1)C)Cl)C (3-(2-chloro-6-fluorophenyl)-5-(3-chloro-4-methylphenyl) 1-methyl-1H-1,2,4-triazole). Yield: 55.1%. Reaction SMILES: [CH3:1][N:2](S(C1C=CC(C)=CC=1)(=O)=O)[N:3]=[C:4](Cl)[C:5]1[C:10]([F:11])=[CH:9][CH:8]=[CH:7][C:6]=1[Cl:12].[Cl:24][C:25]1[CH:26]=[C:27]([CH:30]=[CH:31][C:32]=1[CH3:33])[C:28]#[N:29].[Cl-].[Al+3].[Cl-].[Cl-]>ClC1C=CC=CC=1Cl>[Cl:12][C:6]1[CH:7]=[CH:8][CH:9]=[C:10]([F:11])[C:5]=1[C:4]1[N:29]=[C:28]([C:27]2[CH:30]=[CH:31][C:32]([CH3:33])=[C:25]([Cl:24])[CH:26]=2)[N:2]([CH3:1])[N:3]=1 |f:2.3.4.5|. Procedure: A mixture of N-methyl-N-(p-toluenesulfonyl)-2-chloro-6-fluorobenzohydrazonoyl chloride (7.50 g), 3-chloro-4-methylbenzonitrile (3.33 g), anhydrous aluminum chloride (3.00 g) and o-dichlorobenzene (20 ml) is stirred at an oil bath temperature of 140° C. for 1 hour. After cooling, it is washed with saline. Then, it is dried over anhydrous magnesium sulfate and concentrated under reduced pressure. The concentrate is purified by silica gel column chromatography using mixed solvent of hexane-ethyl ac...